Dataset: the Open Reaction Database (ORD), a public repository of structured organic reaction records. Task: describe an organic reaction: reactants, conditions, products, and yield Reactants: Cl(=O)(=O)(=O)[O-].[Na+] (sodium perchlorate), C(\C=C\C)=O (crotonaldehyde), C1(=CC=CC=C1)S(=O)(=O)C#N (benzenesulfonyl cyanide), C1(=CC=CC=C1)C (Toluene). Solvent: C(CCC)O (butanol). Run at temperature 110 celsius. The product is C1(=CC=CC=C1)S(=O)(=O)C1=NC=CC=C1 (2-benzenesulfonylpyridine). Yield: 92.5%. As a reaction SMILES: [CH:1](=O)/[CH:2]=[CH:3]/[CH3:4].[C:6]1([S:12]([C:15]#[N:16])(=[O:14])=[O:13])[CH:11]=[CH:10][CH:9]=[CH:8][CH:7]=1.C1(C)C=CC=CC=1.Cl([O-])(=O)(=O)=O.[Na+]>C(O)CCC>[C:6]1([S:12]([C:15]2[CH:4]=[CH:3][CH:2]=[CH:1][N:16]=2)(=[O:13])=[O:14])[CH:7]=[CH:8][CH:9]=[CH:10][CH:11]=1 |f:3.4|. Reported procedure: First, 8.22 g (115 mmol) of crotonaldehyde and 9.22 g (55.2 mmol) of benzenesulfonyl cyanide were introduced to the same reaction vessel as in Example 1. Toluene (15 ml) as the solvemnt and butanol (1.5 ml) were added, and 677 mg (5.55 mmol) of sodium perchlorate was added. Then the mixture was heated under reflux for 18 hours while agitating at an internal temperature of 110° C. in a nitrogen atmosphere, separating and removing water that was produced. After this solution was cooled to room tem... Reactants: Fc1ccc(Br)cn1, [K+], [K+], O=C([O-])[O-], CN(C)C=O, O, O=Cc1c[nH]cn1. Yields the product O=Cc1cn(-c2ccc(Br)cn2)cn1. Reaction SMILES: [Br:1][c:2]1[cH:3][cH:4][c:5]([F:8])[n:6][cH:7]1.[K+:16].[K+:17].[O-:18][C:19]([O-:20])=[O:21].[O:23]=[CH:24][N:25]([CH3:26])[CH3:27].[OH2:22].[nH:9]1[cH:10][n:11][c:12]([CH:14]=[O:15])[cH:13]1>>[Br:1][c:2]1[cH:3][cH:4][c:5](-[n:9]2[cH:10][n:11][c:12]([CH:14]=[O:15])[cH:13]2)[n:6][cH:7]1.